From a dataset of the Open Reaction Database (ORD), a public repository of structured organic reaction records. describe an organic reaction: reactants, conditions, products, and yield The reactants are COC(C1=CC(=C(C=C1)NC(CC)CC)NC(CC1=CC=NO1)=O)=O (4-(1-Ethyl-propylamino)-3-(2-isoxazol-5-yl-acetylamino)-benzoic acid methyl ester), Cl (hydrochloric acid), O (water). Solvent: O1CCOCC1 (dioxane). Run at temperature 130 celsius. The product is C(C)C(CC)N1C(=NC2=C1C=CC(=C2)C(=O)O)CC2=CC=NO2 (1-(1-Ethyl-propyl)-2-isoxazol-5-ylmethyl-1H-benzoimidazole-5-carboxylic acid). Isolated yield 88.4%. As a reaction SMILES: C[O:2][C:3](=[O:25])[C:4]1[CH:9]=[CH:8][C:7]([NH:10][CH:11]([CH2:14][CH3:15])[CH2:12][CH3:13])=[C:6]([NH:16][C:17](=O)[CH2:18][C:19]2[O:23][N:22]=[CH:21][CH:20]=2)[CH:5]=1.Cl.O>O1CCOCC1>[CH2:12]([CH:11]([N:10]1[C:7]2[CH:8]=[CH:9][C:4]([C:3]([OH:2])=[O:25])=[CH:5][C:6]=2[N:16]=[C:17]1[CH2:18][C:19]1[O:23][N:22]=[CH:21][CH:20]=1)[CH2:14][CH3:15])[CH3:13]. Reported procedure: To 1.06 g 4-(1-Ethyl-propylamino)-3-(2-isoxazol-5-yl-acetylamino)-benzoic acid methyl ester were added 7.5 ml of 4M hydrochloric acid in dioxane. The reaction mixture was heated to 130° C. for 20 min in a microwave reactor. After cooling to rt 2 ml of water were added and the reaction was again heated to 130° C. for 20 min. The reaction was concentrated and the residue purified by chromatography (silica, ethyl acetate/heptane) to yield 0.85 g (90%) of 1-(1-Ethyl-propyl)-2-isoxazol-5-ylmethyl-1H-...